This data is from the Open Reaction Database (ORD), a public repository of structured organic reaction records. The task is: describe an organic reaction: reactants, conditions, products, and yield The reactants are C1(=CC=C(C=C1)B(O)O)C1=CC=CC=C1 (4-Biphenylboronic acid), FC=1C=C(C=C(C1NS(=O)(=O)C)F)C(C)NC(=O)C=1N=C(OC1)Cl (2-chloro-oxazole-4-carboxylic acid [1-(3,5-difluoro-4-methanesulfonylamino-phenyl)-ethyl]-amide), C(=O)([O-])[O-].[Cs+].[Cs+] (Cs2CO3). Reagents/catalysts: Cl[Pd]([P](C1=CC=CC=C1)(C2=CC=CC=C2)C3=CC=CC=C3)([P](C4=CC=CC=C4)(C5=CC=CC=C5)C6=CC=CC=C6)Cl (Pd(PPh3)2Cl2). Yields the product FC=1C=C(C=C(C1NS(=O)(=O)C)F)C(C)NC(=O)C=1N=C(OC1)C1=CC=C(C=C1)C1=CC=CC=C1 (2-Biphenyl-4-yl-oxazole-4-carboxylic acid [1-(3,5-difluoro-4-methanesulfonylamino-phenyl)-ethyl]-amide). Isolated yield 30.9%. Reaction SMILES: [C:1]1([C:10]2[CH:15]=[CH:14][CH:13]=[CH:12][CH:11]=2)[CH:6]=[CH:5][C:4](B(O)O)=[CH:3][CH:2]=1.[F:16][C:17]1[CH:18]=[C:19]([CH:29]([NH:31][C:32]([C:34]2[N:35]=[C:36](Cl)[O:37][CH:38]=2)=[O:33])[CH3:30])[CH:20]=[C:21]([F:28])[C:22]=1[NH:23][S:24]([CH3:27])(=[O:26])=[O:25].C([O-])([O-])=O.[Cs+].[Cs+]>Cl[Pd](Cl)([P](C1C=CC=CC=1)(C1C=CC=CC=1)C1C=CC=CC=1)[P](C1C=CC=CC=1)(C1C=CC=CC=1)C1C=CC=CC=1>[F:28][C:21]1[CH:20]=[C:19]([CH:29]([NH:31][C:32]([C:34]2[N:35]=[C:36]([C:4]3[CH:5]=[CH:6][C:1]([C:10]4[CH:15]=[CH:14][CH:13]=[CH:12][CH:11]=4)=[CH:2][CH:3]=3)[O:37][CH:38]=2)=[O:33])[CH3:30])[CH:18]=[C:17]([F:16])[C:22]=1[NH:23][S:24]([CH3:27])(=[O:26])=[O:25] |f:2.3.4,^1:48,67|. Reported procedure: 4-Biphenylboronic acid (51.5 mg, 0.26 mmol) and 2-chloro-oxazole-4-carboxylic acid [1-(3,5-difluoro-4-methanesulfonylamino-phenyl)-ethyl]-amide (50 mg, 0.13 mmol) was reacted using Pd(PPh3)2Cl2 (7 mg, 0.01 mmol), Cs2CO3 (127 mg, 0.39 mmol) as described above to give the title compound (20 mg, 31%) after purification by flash chromatography on silica gel (hexane: EtOAc=1:1). Reactants: COC=1C=C2C=CC(=CC2=CC1)Br (6-methoxy-2-bromonaphthalene), COC=1C=C(C=CC1)B(O)O (3-methoxyphenylboronic acid). Yields the product COC1=CC2=CC=C(C=C2C=C1)C1=CC(=CC=C1)OC (2-Methoxy-6-(3-methoxyphenyl)naphthalene), white solid. The yield is 34.0%. As a reaction SMILES: [CH3:1][O:2][C:3]1[CH:4]=[C:5]2[C:10](=[CH:11][CH:12]=1)[CH:9]=[C:8](Br)[CH:7]=[CH:6]2.[CH3:14][O:15][C:16]1[CH:17]=[C:18](B(O)O)[CH:19]=[CH:20][CH:21]=1>>[CH3:1][O:2][C:3]1[CH:12]=[CH:11][C:10]2[C:5](=[CH:6][CH:7]=[C:8]([C:20]3[CH:19]=[CH:18][CH:17]=[C:16]([O:15][CH3:14])[CH:21]=3)[CH:9]=2)[CH:4]=1. Reported procedure: The title compound was prepared by reacting 6-methoxy-2-bromonaphthalene (3.09 g, 13.0 mmol) with 3-methoxyphenylboronic acid (2.18 g, 14.3 mmol according to method A to yield 1.18 g (34%) of a white solid: mp 80° C.; 1H NMR (CDCl3): δ 3.88 (3H, s), 3.92(3H, s), 6.90 (1H, dd, J=2.17 Hz, J=7.76 Hz), 7.14-7.18 (2H, m), 7.22-7.24 (1H, m), 7.28 (1H, d, J=7.45 Hz), 7.36-7.39, (1H, m), 7.70 (1H, dd, J=1.86 Hz, J=8.70 Hz), 7.77-7.80 (2H, m), 7.96 (1H, d, J=1.24 Hz); MS (ESI) m/z 265 (M+H)+. Starting materials: F[B-](F)(F)F, CC(C)(C)[PH+](C(C)(C)C)C(C)(C)C, C1CCOC1, O=C(C=Cc1ccccc1)C=Cc1ccccc1, O=C(C=Cc1ccccc1)C=Cc1ccccc1, O=C(C=Cc1ccccc1)C=Cc1ccccc1, [F-], Ic1cccc2nsnc12, [K+], [Pd], [Pd], OB(O)c1c(-c2ccccn2)nn2c1CCC2. The product is c1ccc(-c2nn3c(c2-c2cccc4nsnc24)CCC3)nc1. RXN SMILES: [B-:30]([F:31])([F:32])([F:33])[F:34].[C:35]([PH+:36]([C:37]([CH3:38])([CH3:39])[CH3:40])[C:41]([CH3:42])([CH3:43])[CH3:44])([CH3:45])([CH3:46])[CH3:47].[CH2:104]1[O:105][CH2:106][CH2:107][CH2:108]1.[CH:50](=[CH:51][C:52]([CH:53]=[CH:54][c:55]1[cH:56][cH:57][cH:58][cH:59][cH:60]1)=[O:61])[c:62]1[cH:63][cH:64][cH:65][cH:66][cH:67]1.[CH:68](=[CH:69][C:70]([CH:71]=[CH:72][c:73]1[cH:74][cH:75][cH:76][cH:77][cH:78]1)=[O:79])[c:80]1[cH:81][cH:82][cH:83][cH:84][cH:85]1.[CH:86](=[CH:87][C:88]([CH:89]=[CH:90][c:91]1[cH:92][cH:93][cH:94][cH:95][cH:96]1)=[O:97])[c:98]1[cH:99][cH:100][cH:101][cH:102][cH:103]1.[F-:28].[I:1][c:2]1[cH:3][cH:4][cH:5][c:6]2[n:7][s:8][n:9][c:10]12.[K+:29].[Pd:48].[Pd:49].[n:11]1[c:12](-[c:17]2[c:18]([B:25]([OH:26])[OH:27])[c:19]3[n:20]([n:21]2)[CH2:22][CH2:23][CH2:24]3)[cH:13][cH:14][cH:15][cH:16]1>>[c:2]1(-[c:18]2[c:17](-[c:12]3[n:11][cH:16][cH:15][cH:14][cH:13]3)[n:21][n:20]3[c:19]2[CH2:24][CH2:23][CH2:22]3)[cH:3][cH:4][cH:5][c:6]2[n:7][s:8][n:9][c:10]12. Starting materials: COC(=O)N=C=O, Cc1ccccc1, NS(=O)(=O)c1ccc([N+](=O)[O-])cc1, c1ccncc1. Yields the product COC(=O)NC(=O)NS(=O)(=O)c1ccc([N+](=O)[O-])cc1. As a reaction SMILES: [CH3:14][O:15][C:16](=[O:17])[N:18]=[C:19]=[O:20].[CH3:27][c:28]1[cH:29][cH:30][cH:31][cH:32][cH:33]1.[N+:1](=[O:2])([O-:3])[c:4]1[cH:5][cH:6][c:7]([S:10](=[O:11])(=[O:12])[NH2:13])[cH:8][cH:9]1.[cH:21]1[cH:22][cH:23][n:24][cH:25][cH:26]1>>[N+:1](=[O:2])([O-:3])[c:4]1[cH:5][cH:6][c:7]([S:10](=[O:11])(=[O:12])[NH:13][C:19]([NH:18][C:16]([O:15][CH3:14])=[O:17])=[O:20])[cH:8][cH:9]1. Starting materials: C1(CCCCC1)Br (Cyclohexyl bromide), ClC1=CC=CC2=C1SC=C2C (7-chloro-3-methylbenzo[b]thiophene), [Mg] (magnesium), C1CCOC1 (THF), C1CCOC1 (THF). Run at time 2 hour. The product is OC1=CC=CC2=C1SC=C2C (7-Hydroxy-3-methylbenzo[b]thiophene). RXN SMILES: C1(Br)CCCCC1.Cl[C:9]1[C:14]2[S:15][CH:16]=[C:17]([CH3:18])[C:13]=2[CH:12]=[CH:11][CH:10]=1.[Mg].C1C[O:23]CC1>>[OH:23][C:9]1[C:14]2[S:15][CH:16]=[C:17]([CH3:18])[C:13]=2[CH:12]=[CH:11][CH:10]=1. Procedure details: Cyclohexyl bromide (32.6 g.) and 7-chloro-3-methylbenzo[b]thiophene (18.3 g.) in THF (400 ml) is added to a suspension of magnesium turnings (7.3 g.) in THF. The mixture is stirred for two hours and heated on a steam bath for two hours. The reaction is cooled and oxygen is bubbled in slowly for two hours. The mixture is stirred for 18 hours at room temperature and extracted with chloroform. The organic extract is extracted with 5% sodium hydroxide. The aqueous extract is acidified with concentra...